This data is from the Open Reaction Database (ORD), a public repository of structured organic reaction records. The task is: describe an organic reaction: reactants, conditions, products, and yield Reactants: COC(=O)c1ccc(NC(=O)C(CC2CCCC2)c2ccc(Cl)cc2)nc1, CO, [Na+], C1CCOC1, [OH-], O, O. The product is O=C(O)c1ccc(NC(=O)C(CC2CCCC2)c2ccc(Cl)cc2)nc1. RXN SMILES: [CH3:1][O:2][C:3]([c:4]1[cH:5][n:6][c:7]([NH:10][C:11]([CH:12]([CH2:13][CH:14]2[CH2:15][CH2:16][CH2:17][CH2:18]2)[c:19]2[cH:20][cH:21][c:22]([Cl:25])[cH:23][cH:24]2)=[O:26])[cH:8][cH:9]1)=[O:27].[CH3:31][OH:32].[Na+:29].[O:34]1[CH2:35][CH2:36][CH2:37][CH2:38]1.[OH-:28].[OH2:30].[OH2:33]>>[O:2]=[C:3]([c:4]1[cH:5][n:6][c:7]([NH:10][C:11]([CH:12]([CH2:13][CH:14]2[CH2:15][CH2:16][CH2:17][CH2:18]2)[c:19]2[cH:20][cH:21][c:22]([Cl:25])[cH:23][cH:24]2)=[O:26])[cH:8][cH:9]1)[OH:27]. Yields the product O=C(Oc1ccccn1)c1ccc(C2=NOC(c3cc(Cl)cc(Cl)c3)(C(F)(F)F)C2)c2ccccc12. Starting materials: CN(C)C=O, O=C(O)c1ccc(C2=NOC(c3cc(Cl)cc(Cl)c3)(C(F)(F)F)C2)c2ccccc12, O=C(Cl)C(=O)Cl, ClCCl, [K+], [K+], O=C([O-])[O-], Oc1ccccn1. RXN SMILES: [CH3:53][N:54]([CH3:55])[CH:56]=[O:57].[Cl:1][c:2]1[cH:3][c:4]([C:9]2([C:27]([F:28])([F:29])[F:30])[CH2:10][C:11]([c:14]3[cH:15][cH:16][c:17]([C:24](=[O:25])[OH:26])[c:18]4[cH:19][cH:20][cH:21][cH:22][c:23]34)=[N:12][O:13]2)[cH:5][c:6]([Cl:8])[cH:7]1.[Cl:31][C:32]([C:33]([Cl:34])=[O:35])=[O:36].[Cl:50][CH2:51][Cl:52].[K+:44].[K+:45].[O-:46][C:47]([O-:48])=[O:49].[OH:37][c:38]1[n:39][cH:40][cH:41][cH:42][cH:43]1>>[Cl:1][c:2]1[cH:3][c:4]([C:9]2([C:27]([F:28])([F:29])[F:30])[CH2:10][C:11]([c:14]3[cH:15][cH:16][c:17]([C:24](=[O:25])[O:26][c:38]4[n:39][cH:40][cH:41][cH:42][cH:43]4)[c:18]4[cH:19][cH:20][cH:21][cH:22][c:23]34)=[N:12][O:13]2)[cH:5][c:6]([Cl:8])[cH:7]1. Starting materials: [Cl-].[NH4+] (ammonium chloride), BrCCOC (1-bromo-2-methoxyethane), C([O-])([O-])=O.[Cs+].[Cs+] (cesium carbonate), OC1=CC=C(C=C1)SC=1C(=NC(=CC1)SC1=NN=CN1C)C(=O)NC1=NC(=NS1)C (3-[(4-hydroxyphenyl)thio]-N-(3-methyl-1,2,4-thiadiazol-5-yl)-6-[(4-methyl-4H-1,2,4-triazol-3-yl)thio]pyridine-2-carboxamide). The solvent is CN(C=O)C (dimethylformamide). Run at temperature 60 celsius, time 1 hour. The product is COCCOC1=CC=C(C=C1)SC=1C(=NC(=CC1)SC1=NN=CN1C)C(=O)NC1=NC(=NS1)C (3-{[4-(2-methoxyethoxy)phenyl]thio}-N-(3-methyl-1,2,4-thiadiazol-5-yl)-6-[(4-methyl-4H-1,2,4-triazol-3-yl)thio]pyridine-2-carboxamide). Reaction SMILES: Br[CH2:2][CH2:3][O:4][CH3:5].C(=O)([O-])[O-].[Cs+].[Cs+].[OH:12][C:13]1[CH:18]=[CH:17][C:16]([S:19][C:20]2[C:21]([C:33]([NH:35][C:36]3[S:40][N:39]=[C:38]([CH3:41])[N:37]=3)=[O:34])=[N:22][C:23]([S:26][C:27]3[N:31]([CH3:32])[CH:30]=[N:29][N:28]=3)=[CH:24][CH:25]=2)=[CH:15][CH:14]=1.[Cl-].[NH4+]>CN(C)C=O>[CH3:5][O:4][CH2:3][CH2:2][O:12][C:13]1[CH:14]=[CH:15][C:16]([S:19][C:20]2[C:21]([C:33]([NH:35][C:36]3[S:40][N:39]=[C:38]([CH3:41])[N:37]=3)=[O:34])=[N:22][C:23]([S:26][C:27]3[N:31]([CH3:32])[CH:30]=[N:29][N:28]=3)=[CH:24][CH:25]=2)=[CH:17][CH:18]=1 |f:1.2.3,5.6|. Procedure: 0.43 ml of 1-bromo-2-methoxyethane and 4.99 g of cesium carbonate were added to a dimethylformamide (20 ml) solution of 2 g of 3-[(4-hydroxyphenyl)thio]-N-(3-methyl-1,2,4-thiadiazol-5-yl)-6-[(4-methyl-4H-1,2,4-triazol-3-yl)thio]pyridine-2-carboxamide obtained in Reference Example (step 3), and stirred at 60° C. for 1 hour. At room temperature, aqueous saturated ammonium chloride solution was added to it, extracted with chloroform, and the organic layer was washed with saturated saline water. Thi... The reactants are C(CCCCCCCCCCC)N(CCOC1=CC=C(C=C1)\C=C\C(C(F)(F)F)O)CCCC(=O)OCC (4-[N-dodecyl-N-2-[4-(E)-[3-hydroxy-4,4,4-trifluorobut-1-en-1-yl]phenoxy]ethylamino] butanoic acid, ethyl ester). Reagents/catalysts: [Pd] (palladium on activated carbon). The solvent is C(C)(=O)OCC (ethyl acetate). Reaction conditions: time 6 hour. The product is C(CCCCCCCCCCC)N(CCOC1=CC=C(C=C1)CCC(C(F)(F)F)O)CCCC(=O)OCC (4-[N-Dodecyl-N-2-[4-[3-hydroxy-4,4,4-trifluorobutyl]phenoxy]ethylamino]butanoic acid, ethyl ester). The yield is 93.6%. RXN SMILES: [CH2:1]([N:13]([CH2:31][CH2:32][CH2:33][C:34]([O:36][CH2:37][CH3:38])=[O:35])[CH2:14][CH2:15][O:16][C:17]1[CH:22]=[CH:21][C:20](/[CH:23]=[CH:24]/[CH:25]([OH:30])[C:26]([F:29])([F:28])[F:27])=[CH:19][CH:18]=1)[CH2:2][CH2:3][CH2:4][CH2:5][CH2:6][CH2:7][CH2:8][CH2:9][CH2:10][CH2:11][CH3:12]>[Pd].C(OCC)(=O)C>[CH2:1]([N:13]([CH2:31][CH2:32][CH2:33][C:34]([O:36][CH2:37][CH3:38])=[O:35])[CH2:14][CH2:15][O:16][C:17]1[CH:18]=[CH:19][C:20]([CH2:23][CH2:24][CH:25]([OH:30])[C:26]([F:27])([F:28])[F:29])=[CH:21][CH:22]=1)[CH2:2][CH2:3][CH2:4][CH2:5][CH2:6][CH2:7][CH2:8][CH2:9][CH2:10][CH2:11][CH3:12]. Procedure: A mixture of 4-[N-dodecyl-N-2-[4-(E)-[3-hydroxy-4,4,4-trifluorobut-1-en-1-yl]phenoxy]ethylamino] butanoic acid, ethyl ester (3.5 g, 6.46 mmol), palladium on activated carbon (10%, 0.6 g) and ethyl acetate (250 ml) was hydrogenated under 30 psi for 6 h. After filtration, the solvent was removed in vacuo to give the title compound (3.3 g, 94%) as a colorless oil. Starting materials: ClC1=NC2=CC=CC=C2C(C1(C)C)(O)C1=CC=CC=C1 (2-Chloro-3,4-dihydro-3,3-dimethyl-4-phenylquinolin-4-ol), CN (methylamine). Solvent: C(C)O (ethanol), N1=CC=CC=C1 (pyridine). Reaction conditions: time 4 hour. The product is CC1(C(=NC2=CC=CC=C2C1(O)C1=CC=CC=C1)NC)C (3,4-Dihydro-3,3-dimethyl-2-methylamino-4-phenylquinolin-4-ol). Reaction SMILES: Cl[C:2]1[C:11]([CH3:13])([CH3:12])[C:10]([C:15]2[CH:20]=[CH:19][CH:18]=[CH:17][CH:16]=2)([OH:14])[C:9]2[C:4](=[CH:5][CH:6]=[CH:7][CH:8]=2)[N:3]=1.[CH3:21][NH2:22]>C(O)C.N1C=CC=CC=1>[CH3:12][C:11]1([CH3:13])[C:10]([C:15]2[CH:20]=[CH:19][CH:18]=[CH:17][CH:16]=2)([OH:14])[C:9]2[C:4](=[CH:5][CH:6]=[CH:7][CH:8]=2)[N:3]=[C:2]1[NH:22][CH3:21]. Procedure: 2-Chloro-3,4-dihydro-3,3-dimethyl-4-phenylquinolin-4-ol (1.43g., 0.005 mole) was dissolved in a mixture of a 33% w/v solution of methylamine in ethanol (40 ml.) and pyridine (0.79g.). The solution was stirred for four hours, after which the methylamine and ethanol were evaporated off to leave a residue, which was recrystallised twice from isopropyl alcohol to give the title compound (0.96g., m.p. 192° - 194° C). Reactants: COCCBr, O=C([O-])[O-], CC#N, O=S(=O)(c1cccc(C2CCNCC2)c1F)C(F)(F)F, [K+], [K+]. Product: COCCN1CCC(c2cccc(S(=O)(=O)C(F)(F)F)c2F)CC1. Reaction SMILES: [Br:27][CH2:28][CH2:29][O:30][CH3:31].[C:21](=[O:22])([O-:23])[O-:24].[CH3:32][C:33]#[N:34].[F:1][c:2]1[c:3]([CH:15]2[CH2:16][CH2:17][NH:18][CH2:19][CH2:20]2)[cH:4][cH:5][cH:6][c:7]1[S:8](=[O:9])(=[O:10])[C:11]([F:12])([F:13])[F:14].[K+:25].[K+:26]>>[F:1][c:2]1[c:3]([CH:15]2[CH2:16][CH2:17][N:18]([CH2:28][CH2:29][O:30][CH3:31])[CH2:19][CH2:20]2)[cH:4][cH:5][cH:6][c:7]1[S:8](=[O:9])(=[O:10])[C:11]([F:12])([F:13])[F:14]. Reactants: OC1=C2C=C(NC2=CC=C1)C(=O)N (4-hydroxyindole-2-carboxamide), [I-].[Na+] (sodium iodide), C(C)#N (acetonitrile), N1(CCNCC1)C1=NC(=NC(=C1)N1CCCC1)N1CCCC1 (4-(1-piperazinyl)-2,6-di-1-pyrrolidinylpyrimidine), C([O-])([O-])=O.[K+].[K+] (potassium carbonate). Product: N1(CCCC1)C1=NC(=CC(=N1)N1CCCC1)N1CCN(CC1)CCCOC1=C2C=C(NC2=CC=C1)C(=O)N (4-[3-[4-[2,4-dipyrrolidino-6pyrimidinyl]-1-piperazinyl]propoxy]indole-2-carboxamide). RXN SMILES: [OH:1][C:2]1[CH:10]=[CH:9][CH:8]=[C:7]2[C:3]=1[CH:4]=[C:5]([C:11]([NH2:13])=[O:12])[NH:6]2.[N:14]1([C:20]2[CH:25]=[C:24]([N:26]3[CH2:30][CH2:29][CH2:28][CH2:27]3)[N:23]=[C:22]([N:31]3[CH2:35][CH2:34][CH2:33][CH2:32]3)[N:21]=2)[CH2:19][CH2:18][NH:17][CH2:16][CH2:15]1.[C:36](=O)([O-])[O-].[K+].[K+].[I-].[Na+].[C:44](#N)[CH3:45]>>[N:31]1([C:22]2[N:23]=[C:24]([N:26]3[CH2:30][CH2:29][CH2:28][CH2:27]3)[CH:25]=[C:20]([N:14]3[CH2:19][CH2:18][N:17]([CH2:36][CH2:44][CH2:45][O:1][C:2]4[CH:10]=[CH:9][CH:8]=[C:7]5[C:3]=4[CH:4]=[C:5]([C:11]([NH2:13])=[O:12])[NH:6]5)[CH2:16][CH2:15]3)[N:21]=2)[CH2:35][CH2:34][CH2:33][CH2:32]1 |f:2.3.4,5.6|. Reported procedure: The 4-hydroxyindole-2-carboxamide (EXAMPLE 5, 0.44 g), 4-(1-piperazinyl)-2,6-di-1-pyrrolidinylpyrimidine (0.525 g, 1.74 mmol), powdered potassium carbonate (0.12 g, 0.87 mmol) and sodium iodide (0.075 g) are combined in acetonitrile (50 ml) and heated at reflux for 96 hr. Although TLC showed starting material remained in the reaction mixture, the mixture is concentrated under reduced pressure and the residue partitioned between 1N potassium bicarbonate and methylene chloride. The layers are sepa... Starting materials: CN(CC(=O)NC1=CC(=C(C=C1)C)[N+](=O)[O-])C (N2,N2-dimethyl-N1-(4-methyl-3-nitrophenyl)glycinamide). The reagents and catalysts are [Pd] (Pd/C). Run in C(C)(=O)OCC (ethyl acetate). Product: NC=1C=C(C=CC1C)NC(CN(C)C)=O (N1-(3-amino-4-methylphenyl)-N2,N2-dimethylglycinamide). The yield is 148.7%. RXN SMILES: [CH3:1][N:2]([CH3:17])[CH2:3][C:4]([NH:6][C:7]1[CH:12]=[CH:11][C:10]([CH3:13])=[C:9]([N+:14]([O-])=O)[CH:8]=1)=[O:5]>C(OCC)(=O)C.[Pd]>[NH2:14][C:9]1[CH:8]=[C:7]([NH:6][C:4](=[O:5])[CH2:3][N:2]([CH3:17])[CH3:1])[CH:12]=[CH:11][C:10]=1[CH3:13]. Procedure: N2,N2-dimethyl-N1-(4-methyl-3-nitrophenyl)glycinamide (7.0 g, 19.5 mmol) was dissolved in ethyl acetate and 10% Pd/C (500 mg) was added. The reaction was placed on a Fischer-Porter hydrogenation apparatus and treated with 50 psi of H2 gas overnight. Following purging with N2 the reaction solution was passed through a celite plug to afford analytically pure N1-(3-amino-4-methylphenyl)-N2,N2-dimethylglycinamide (6.0 g, 29.0 mmol, 98% yield) as a pale yellow oil. 1H NMR (400 MHz, DMSO-d6) δ ppm 1.9...